From a dataset of the Open Reaction Database (ORD), a public repository of structured organic reaction records. describe an organic reaction: reactants, conditions, products, and yield Reactants: C(C1=CC=CC=C1)(C1=CC=CC=C1)(C1=CC=CC=C1)NC=1SC=C(N1)C=O (2-tritylaminothiazole-4-carbaldehyde), S1C(=S)N(C(=O)C1)CC(=O)O (rhodanine-3-acetic acid), N1CCCCC1 (piperidine). The solvent is C(C)O (ethanol). Conditions: time 7 hour. The product is C(C1=CC=CC=C1)(C1=CC=CC=C1)(C1=CC=CC=C1)NC=1SC=C(N1)C=C1C(N(C(S1)=S)CC(=O)[O-])=O.[NH2+]1CCCCC1 (Piperidinium 5-(2-Tritylaminothiazol-4-ylmethylene)rhodanine-3-acetate). Isolated yield 101.4%. Reaction SMILES: [C:1]([NH:20][C:21]1[S:22][CH:23]=[C:24]([CH:26]=O)[N:25]=1)([C:14]1[CH:19]=[CH:18][CH:17]=[CH:16][CH:15]=1)([C:8]1[CH:13]=[CH:12][CH:11]=[CH:10][CH:9]=1)[C:2]1[CH:7]=[CH:6][CH:5]=[CH:4][CH:3]=1.[S:28]1[CH2:34][C:32](=[O:33])[N:31]([CH2:35][C:36]([OH:38])=[O:37])[C:29]1=[S:30].[NH:39]1[CH2:44][CH2:43][CH2:42][CH2:41][CH2:40]1>C(O)C>[C:1]([NH:20][C:21]1[S:22][CH:23]=[C:24]([CH:26]=[C:34]2[S:28][C:29](=[S:30])[N:31]([CH2:35][C:36]([O-:38])=[O:37])[C:32]2=[O:33])[N:25]=1)([C:8]1[CH:13]=[CH:12][CH:11]=[CH:10][CH:9]=1)([C:14]1[CH:15]=[CH:16][CH:17]=[CH:18][CH:19]=1)[C:2]1[CH:7]=[CH:6][CH:5]=[CH:4][CH:3]=1.[NH2+:39]1[CH2:44][CH2:43][CH2:42][CH2:41][CH2:40]1 |f:4.5|. Reported procedure: A mixture comprising 2.5 g of 2-tritylaminothiazole-4-carbaldehyde, 0.81 g of rhodanine-3-acetic acid, 1.1 g of piperidine and 25 ml of ethanol was stirred at room temperature for 7 hours. The crystalline product which precipitated out was collected by filtration and washed with methanol, to obtain 2.7 g of the desired compound as a yellowish-brown powder. Reactants: CC=Cc1c(NC(=O)OCc2ccccc2)ccc2c1OC(COS(=O)(=O)c1ccc(C)cc1)CO2, C1CCOC1, O=[Os](=O)(=O)=O, O. The product is Cc1ccc(S(=O)(=O)OCC2COc3ccc(NC(=O)OCc4ccccc4)c(C=O)c3O2)cc1. As a reaction SMILES: [CH3:1][c:2]1[cH:3][cH:4][c:5]([S:8](=[O:9])(=[O:10])[O:11][CH2:12][CH:13]2[CH2:14][O:15][c:16]3[c:17]([c:19]([CH:34]=[CH:35][CH3:36])[c:20]([NH:23][C:24](=[O:25])[O:26][CH2:27][c:28]4[cH:29][cH:30][cH:31][cH:32][cH:33]4)[cH:21][cH:22]3)[O:18]2)[cH:6][cH:7]1.[O:37]1[CH2:38][CH2:39][CH2:40][CH2:41]1.[O:43]=[Os:44](=[O:45])(=[O:46])=[O:47].[OH2:42]>>[CH3:1][c:2]1[cH:3][cH:4][c:5]([S:8](=[O:9])(=[O:10])[O:11][CH2:12][CH:13]2[CH2:14][O:15][c:16]3[c:17]([c:19]([CH:34]=[O:37])[c:20]([NH:23][C:24](=[O:25])[O:26][CH2:27][c:28]4[cH:29][cH:30][cH:31][cH:32][cH:33]4)[cH:21][cH:22]3)[O:18]2)[cH:6][cH:7]1. Starting materials: C1(=CC(O)=CC(O)=C1)\C=C\C1=CC=C(O)C=C1 (trans-resveratrol), C(=O)(O)[O-].[Na+] (NaHCO3). Run in C(C)O (ethanol). Product: C1(=CC(O)=CC(O)=C1)C=CC1=CC=C(O)C=C1 (resveratrol). As a reaction SMILES: [C:1]1(/[CH:9]=[CH:10]/[C:11]2[CH:17]=[CH:16][C:14]([OH:15])=[CH:13][CH:12]=2)[CH:8]=[C:6]([OH:7])[CH:5]=[C:3]([OH:4])[CH:2]=1.C([O-])(O)=O.[Na+]>C(O)C>[C:1]1([CH:9]=[CH:10][C:11]2[CH:17]=[CH:16][C:14]([OH:15])=[CH:13][CH:12]=2)[CH:8]=[C:6]([OH:7])[CH:5]=[C:3]([OH:4])[CH:2]=1 |f:1.2|. Procedure: 700 mg of trans-resveratrol (manufactured by Tokyo Chemical Industry Co., Ltd.) was dissolved in 14 ml of ethanol, and then 14 mL of a 2.5% NaHCO3 aqueous solution was added thereto to obtain a resveratrol containing solution (pH 9.9). The resveratrol containing solution was heated at 130° C. for 20 minutes in an autoclave (“SANYO LABO AUTOCLAVE” manufactured by SANYO Electric Co., Ltd., which was used in the following Examples). Subsequently, 14 ml of ethanol and 14 mL of a 5.0% NaHCO3 aqueous ... The reactants are F[C@@H]1CO[C@@H](CC[C@H]1NC(OC(C)(C)C)=O)C1=C(C=NN1C)[N+](=O)[O-] (tert-butyl ((3S,4R,7S)-3-fluoro-7-(1-methyl-4-nitro-1H-pyrazol-5-yl)oxepan-4-yl)carbamate), FC(C1=C(C=CC=C1)C=1SC=C(N1)C(=O)O)(F)F (2-(2-(trifluoromethyl)phenyl)thiazole-4-carboxylic acid), F[C@@H]1CO[C@@H](CC[C@H]1NC(OC(C)(C)C)=O)C1=C(C=NN1C)[N+](=O)[O-] (tert-butyl ((3S,4R,7S)-3-fluoro-7-(1-methyl-4-nitro-1H-pyrazol-5-yl)oxepan-4-yl)carbamate), FC(C1=C(C=CC=C1)C=1SC=C(N1)C(=O)O)(F)F (2-(2-(trifluoromethyl)phenyl)thiazole-4-carboxylic acid). The product is N[C@@H]1CC[C@H](OC[C@H]1F)C1=C(C=NN1C)NC(=O)C=1N=C(SC1)C1=C(C=CC=C1)C(F)(F)F (N-(5-((2S,5R,6S)-5-amino-6-fluorooxepan-2-yl)-1-methyl-1H-pyrazol-4-yl)-2-(2-(trifluoromethyl)phenyl)thiazole-4-carboxamide). RXN SMILES: [F:1][C@H:2]1[C@H:8]([NH:9]C(=O)OC(C)(C)C)[CH2:7][CH2:6][C@@H:5]([C:17]2[N:21]([CH3:22])[N:20]=[CH:19][C:18]=2[N+:23]([O-])=O)[O:4][CH2:3]1.[F:26][C:27]([F:43])([F:42])[C:28]1[CH:33]=[CH:32][CH:31]=[CH:30][C:29]=1[C:34]1[S:35][CH:36]=[C:37]([C:39](O)=[O:40])[N:38]=1>>[NH2:9][C@H:8]1[C@H:2]([F:1])[CH2:3][O:4][C@H:5]([C:17]2[N:21]([CH3:22])[N:20]=[CH:19][C:18]=2[NH:23][C:39]([C:37]2[N:38]=[C:34]([C:29]3[CH:30]=[CH:31][CH:32]=[CH:33][C:28]=3[C:27]([F:43])([F:26])[F:42])[S:35][CH:36]=2)=[O:40])[CH2:6][CH2:7]1. Procedure: Following the procedure for Example 111 starting from tert-butyl ((3S,4R,7S)-3-fluoro-7-(1-methyl-4-nitro-1H-pyrazol-5-yl)oxepan-4-yl)carbamate (Intermediate 80), and replacing 5-((tert-butoxycarbonyl)amino)-2-(2,6-difluorophenyl)thiazole-4-carboxylic acid with 2-(2-(trifluoromethyl)phenyl)thiazole-4-carboxylic acid (Intermediate 124) gave 311. 1H NMR (400 MHz, DMSO-d6) δ 9.75 (s, 1H), 8.58 (s, 1H), 7.97-7.93 (m, 1H), 7.89-7.75 (m, 4H), 4.78 (dd, J=10.9, 3.7 Hz, 1H), 4.37-4.19 (m, 1H), 4.14-4.02... The reactants are [Li+].C[Si](C)(C)[N-][Si](C)(C)C (LiHMDS), FC(C=1C=C(C=C(C1)C(F)(F)F)[C@@H](C)N(C(=O)N1[C@H](C[C@]2(CC[C@H](N2C(=O)OC(C)(C)C)C(=O)OC)CC1)C1=C(C=C(C=C1)F)C)C)(F)F (1-(1,1-dimethylethyl) 2-methyl(2S,5S,7R)-8-{[{(1R)-1-[3,5-bis(trifluoromethyl)phenyl]ethyl}(methyl)amino]carbonyl}-7-(4-fluoro-2-methylphenyl)-1,8-diazaspiro[4.5]decane-1,2-dicarboxylate), IC (iodomethane), C(=O)(C(F)(F)F)O (TFA), FC(C=1C=C(C=C(C1)C(F)(F)F)[C@@H](C)N(C(=O)N1[C@H](C[C@]2(CC[C@H](N2C(=O)OC(C)(C)C)C(=O)OC)CC1)C1=C(C=C(C=C1)F)C)C)(F)F (1-(1,1-dimethylethyl) 2-methyl(2S,5S,7R)-8-{[{(1R)-1-[3,5-bis(trifluoromethyl)phenyl]ethyl}(methyl)amino]carbonyl}-7-(4-fluoro-2-methylphenyl)-1,8-diazaspiro[4.5]decane-1,2-dicarboxylate). The solvent is O1CCCC1 (THF), O1CCCC1 (Tetrahydrofuran). Run at time 30 minute. Yields the product FC(C=1C=C(C=C(C1)C(F)(F)F)[C@@H](C)N(C(=O)N1[C@H](C[C@]2(CC[C@](N2)(C(=O)OC)C)CC1)C1=C(C=C(C=C1)F)C)C)(F)F (methyl(2S,5S,7R)-8-{[{(1R)-1-[3,5-bis(trifluoromethyl)phenyl]ethyl}(methyl)amino]carbonyl}-7-(4-fluoro-2-methylphenyl)-2-methyl-1,8-diazaspiro[4.5]decane-2-carboxylate). Reaction SMILES: [F:1][C:2]([F:49])([F:48])[C:3]1[CH:4]=[C:5]([C@H:13]([N:15]([CH3:47])[C:16]([N:18]2[CH2:38][CH2:37][C@:21]3([N:25](C(OC(C)(C)C)=O)[C@H:24]([C:33]([O:35][CH3:36])=[O:34])[CH2:23][CH2:22]3)[CH2:20][C@@H:19]2[C:39]2[CH:44]=[CH:43][C:42]([F:45])=[CH:41][C:40]=2[CH3:46])=[O:17])[CH3:14])[CH:6]=[C:7]([C:9]([F:12])([F:11])[F:10])[CH:8]=1.[Li+].[CH3:51][Si]([N-][Si](C)(C)C)(C)C.IC.C(O)(C(F)(F)F)=O>O1CCCC1>[F:10][C:9]([F:11])([F:12])[C:7]1[CH:6]=[C:5]([C@H:13]([N:15]([CH3:47])[C:16]([N:18]2[CH2:38][CH2:37][C@:21]3([NH:25][C@:24]([CH3:51])([C:33]([O:35][CH3:36])=[O:34])[CH2:23][CH2:22]3)[CH2:20][C@@H:19]2[C:39]2[CH:44]=[CH:43][C:42]([F:45])=[CH:41][C:40]=2[CH3:46])=[O:17])[CH3:14])[CH:4]=[C:3]([C:2]([F:1])([F:49])[F:48])[CH:8]=1 |f:1.2|. Reported procedure: To a solution of 1-(1,1-dimethylethyl) 2-methyl(2S,5S,7R)-8-{[{(1R)-1-[3,5-bis(trifluoromethyl)phenyl]ethyl}(methyl)amino]carbonyl}-7-(4-fluoro-2-methylphenyl)-1,8-diazaspiro[4.5]decane-1,2-dicarboxylate (Intermediate 43, 1 g, 1.421 mmol) in dry Tetrahydrofuran (THF) (16 ml) at −78° C. LiHMDS 1M in THF (2.132 ml, 2.132 mmol) was added and the reaction mixture was stirred for 10 mins at r.t. iodomethane (0.355 ml, 5.68 mmol) was then added and the reaction mixture was stirred for 30 mins at r.t. ... Reactants: O=C([O-])[O-], Cl, [K+], [K+], NCc1ncc2sccn12, N#CO[Na], O. The product is NC(=O)NCc1ncc2sccn12. RXN SMILES: [C:16](=[O:17])([O-:18])[O-:19].[ClH:11].[K+:20].[K+:21].[NH2:1][CH2:2][c:3]1[n:4][cH:5][c:6]2[s:7][cH:8][cH:9][n:10]12.[Na:12][O:13][C:14]#[N:15].[OH2:22]>>[NH:1]([CH2:2][c:3]1[n:4][cH:5][c:6]2[s:7][cH:8][cH:9][n:10]12)[C:14](=[O:13])[NH2:15]. The reactants are CCOC(=O)Nc1ccc(-c2nnc(CSCCOc3ccccc3)o2)cc1, CN(C)CCCCCN. Product: CN(C)CCCCCNC(=O)Nc1ccc(-c2nnc(CSCCOc3ccccc3)o2)cc1. Reaction SMILES: [CH2:1]([O:3][C:4](=[O:2])[NH:5][c:6]1[cH:7][cH:8][c:9](-[c:12]2[o:13][c:14]([CH2:17][S:18][CH2:19][CH2:20][O:21][c:22]3[cH:23][cH:24][cH:25][cH:26][cH:27]3)[n:15][n:16]2)[cH:10][cH:11]1)[CH3:28].[CH3:29][N:30]([CH2:31][CH2:32][CH2:33][CH2:34][CH2:35][NH2:36])[CH3:37]>>[O:3]=[C:4]([NH:5][c:6]1[cH:7][cH:8][c:9](-[c:12]2[o:13][c:14]([CH2:17][S:18][CH2:19][CH2:20][O:21][c:22]3[cH:23][cH:24][cH:25][cH:26][cH:27]3)[n:15][n:16]2)[cH:10][cH:11]1)[NH:36][CH2:35][CH2:34][CH2:33][CH2:32][CH2:31][N:30]([CH3:29])[CH3:37]. Reactants: FB(F)F, C1CCOC1, CN1C(=O)CCCC1c1ccccc1, C[Si](C)(C)[N-][Si](C)(C)C, COc1cc(C=O)ccc1-n1cnc(C)c1, COC, CCOC(C)=O, [Cl-], [Li+], [NH4+]. Product: COc1cc(C=C2CCC(c3ccccc3)N(C)C2=O)ccc1-n1cnc(C)c1. Reaction SMILES: [B:44]([F:45])([F:46])[F:47].[CH2:50]1[O:51][CH2:52][CH2:53][CH2:54]1.[CH3:11][N:12]1[C:13](=[O:24])[CH2:14][CH2:15][CH2:16][CH:17]1[c:18]1[cH:19][cH:20][cH:21][cH:22][cH:23]1.[CH3:1][Si:2]([N-:3][Si:4]([CH3:5])([CH3:6])[CH3:7])([CH3:8])[CH3:9].[CH3:25][O:26][c:27]1[cH:28][c:29]([CH:30]=[O:31])[cH:32][cH:33][c:34]1-[n:35]1[cH:36][n:37][c:38]([CH3:40])[cH:39]1.[CH3:41][O:42][CH3:43].[CH3:55][CH2:56][O:57][C:58](=[O:59])[CH3:60].[Cl-:48].[Li+:10].[NH4+:49]>>[CH3:11][N:12]1[C:13](=[O:24])[C:14](=[CH:30][c:29]2[cH:28][c:27]([O:26][CH3:25])[c:34](-[n:35]3[cH:36][n:37][c:38]([CH3:40])[cH:39]3)[cH:33][cH:32]2)[CH2:15][CH2:16][CH:17]1[c:18]1[cH:19][cH:20][cH:21][cH:22][cH:23]1.